From a dataset of the Open Reaction Database (ORD), a public repository of structured organic reaction records. describe an organic reaction: reactants, conditions, products, and yield The reactants are C(C)(=O)OCCCC(C1=C(C=CC=C1)C)C1=C(C=CC=C1)C (4,4-di-(2-tolyl)-l-butyl acetate), O (water), I(=O)(=O)O (iodic acid). Yields the product C1(=C(C=CC=C1)C(CCCI)C1=C(C=CC=C1)C)C (4,4-Di-(2-tolyl)-1-butyliodide). As a reaction SMILES: C(O[CH2:5][CH2:6][CH2:7][CH:8]([C:16]1[CH:21]=[CH:20][CH:19]=[CH:18][C:17]=1[CH3:22])[C:9]1[CH:14]=[CH:13][CH:12]=[CH:11][C:10]=1[CH3:15])(=O)C.O.[I:24](O)(=O)=O>>[C:10]1([CH3:15])[CH:11]=[CH:12][CH:13]=[CH:14][C:9]=1[CH:8]([C:16]1[CH:21]=[CH:20][CH:19]=[CH:18][C:17]=1[CH3:22])[CH2:7][CH2:6][CH2:5][I:24]. Procedure: The crude 2,2-di-(2-tolyl)-tetrahydrofuran 33a (28 g) was dissolved in acetic acid (250 mL). 5% palladium on Carbon black (3 g) was added and the mixture was hydrogenated in a Parr apparatus at 3 ato at 55° C. for 5 hrs. The catalyst was filtered off and the solvent was evaporated in vacuo. The remaining oil was subjected to CC (n-heptane/ethyl acetate—15:1) to give 4,4-di-(2-tolyl)-i-butanol (17 g). A solution of 4,4-di-(2-tolyl)-i-butanol (19 g) in acetic acid (400 mL) was boiled under reflux ... The reactants are NC1=C(C=CC(=C1)SC1=CC=CC=C1)[N+](=O)[O-] (2-amino-4-phenylthio-1-nitrobenzene), Cl (hydrochloric acid), C([O-])(O)=O.[K+] (potassium bicarbonate), Cl (hydrochloric acid), stannous chloride. Run in C(Cl)(Cl)Cl (chloroform). The product is NC1=C(C=C(C=C1)SC1=CC=CC=C1)N (1,2-diamino-4-phenylthiobenzene). RXN SMILES: [NH2:1][C:2]1[CH:7]=[C:6]([S:8][C:9]2[CH:14]=[CH:13][CH:12]=[CH:11][CH:10]=2)[CH:5]=[CH:4][C:3]=1[N+:15]([O-])=O.Cl.C(=O)(O)[O-].[K+]>C(Cl)(Cl)Cl>[NH2:15][C:3]1[CH:4]=[CH:5][C:6]([S:8][C:9]2[CH:14]=[CH:13][CH:12]=[CH:11][CH:10]=2)=[CH:7][C:2]=1[NH2:1] |f:2.3|. Procedure: 3.5 G. of 2-amino-4-phenylthio-1-nitrobenzene in 8 ml. conc. hydrochloric acid is treated with a solution of 16 g. of stannous chloride in 8 ml. conc. hydrochloric acid. The mixture is heated for 1 hour on a steam bath, cooled and treated with potassium bicarbonate and chloroform. The mixture is filtered and the chloroform layer evaporated. The residue is triturated with hot cyclohexane yielding 1,2-diamino-4-phenylthiobenzene. The reactants are FC(C(=O)O)(F)F.CC(CNCC1=CC(=CO1)C=1C=C2C(=CNC2=C(C1)C(=O)N)C1CCN(CC1)S(=O)(=O)CC)(C)C (5-(5-{[(2,2-dimethylpropyl)amino]methyl}-3-furanyl)-3-[1-(ethylsulfonyl)-4-piperidinyl]-1H-indole-7-carboxamide trifluoroacetate), CC(CN)(C)C (2,2-dimethyl-1-propanamine). Yields the product FC(C(=O)O)(F)F.C1(CCCC1)CNCC1=CC(=CO1)C=1C=C2C(=CNC2=C(C1)C(=O)N)C1CCN(CC1)S(=O)(=O)CC (5-(5-{[(cyclopentylmethyl)amino]methyl}-3-furanyl)-3-[1-(ethylsulfonyl)-4-piperidinyl]-1H-indole-7-carboxamide trifluoroacetate). The yield is 25.1%. As a reaction SMILES: [F:1][C:2]([F:7])([F:6])[C:3]([OH:5])=[O:4].[CH3:8][C:9](C)([CH3:41])[CH2:10][NH:11][CH2:12][C:13]1[O:17][CH:16]=[C:15]([C:18]2[CH:19]=[C:20]3[C:24](=[C:25]([C:27]([NH2:29])=[O:28])[CH:26]=2)[NH:23][CH:22]=[C:21]3[CH:30]2[CH2:35][CH2:34][N:33]([S:36]([CH2:39][CH3:40])(=[O:38])=[O:37])[CH2:32][CH2:31]2)[CH:14]=1.[CH3:43][C:44](C)(C)CN>>[F:1][C:2]([F:7])([F:6])[C:3]([OH:5])=[O:4].[CH:9]1([CH2:10][NH:11][CH2:12][C:13]2[O:17][CH:16]=[C:15]([C:18]3[CH:19]=[C:20]4[C:24](=[C:25]([C:27]([NH2:29])=[O:28])[CH:26]=3)[NH:23][CH:22]=[C:21]4[CH:30]3[CH2:31][CH2:32][N:33]([S:36]([CH2:39][CH3:40])(=[O:37])=[O:38])[CH2:34][CH2:35]3)[CH:14]=2)[CH2:8][CH2:44][CH2:43][CH2:41]1 |f:0.1,3.4|. Reported procedure: The title compound was prepared according to the general procedure of 5-(5-{[(2,2-dimethylpropyl)amino]methyl}-3-furanyl)-3-[1-(ethylsulfonyl)-4-piperidinyl]-1H-indole-7-carboxamide trifluoroacetate, substituting 1-cyclopentylmethanamine (137 mg, 1.4 mmol) for 2,2-dimethyl-1-propanamine to afford 22 mg of the title compound (25.1%). The reactants are C=CCC(Cc1ccc(Cl)cc1)NC(C)=O, CC(=O)NC(C)c1ccccc1, CO, [K+], [K+], [K+], O=P([O-])([O-])[O-]. Product: C=CCC(N)Cc1ccc(Cl)cc1. As a reaction SMILES: [C:13](=[O:14])([CH3:15])[NH:16][CH:17]([CH2:18][c:19]1[cH:20][cH:21][c:22]([Cl:25])[cH:23][cH:24]1)[CH2:26][CH:27]=[CH2:28].[C:1]([NH:2][CH:3]([c:4]1[cH:5][cH:6][cH:7][cH:8][cH:9]1)[CH3:10])(=[O:11])[CH3:12].[CH3:37][OH:38].[K+:34].[K+:35].[K+:36].[P:29]([O-:30])([O-:31])([O-:32])=[O:33]>>[NH2:16][CH:17]([CH2:18][c:19]1[cH:20][cH:21][c:22]([Cl:25])[cH:23][cH:24]1)[CH2:26][CH:27]=[CH2:28]. As a reaction SMILES: [CH2:1]([O:3][C:4]([C:6]1[CH:7]=[N:8][NH:9][CH:10]=1)=[O:5])[CH3:2].I[C:12]1[S:13][CH:14]=[CH:15][CH:16]=1.C(=O)([O-])[O-].[K+].[K+].BrCC>CS(C)=O.C(OCC)(=O)C.[Cu]>[CH2:1]([O:3][C:4]([C:6]1[CH:7]=[N:8][N:9]([C:12]2[S:13][CH:14]=[CH:15][CH:16]=2)[CH:10]=1)=[O:5])[CH3:2] |f:2.3.4|. Starting materials: C([O-])([O-])=O.[K+].[K+] (potassium carbonate), BrCC (bromoethane), C(C)OC(=O)C=1C=NNC1 (1H-Pyrazole-4-carboxylic acid ethyl ester), IC=1SC=CC1 (2-iodothiophene). Solvent: CS(=O)C (DMSO), C(C)(=O)OCC (ethyl acetate). Product: C(C)OC(=O)C=1C=NN(C1)C=1SC=CC1 (1-(2-thienyl)-1H-pyrazole-4-carboxylic acid ethyl ester). The reagents and catalysts are [Cu] (copper). Procedure details: 1H-Pyrazole-4-carboxylic acid ethyl ester (7.0 g) and 2-iodothiophene (10.5 g) were dissolved in DMSO (50 mL), potassium carbonate (6.91 g) and copper powder (31.7 mg) were added, and the mixture was stirred at 150° C. for 6 hr. The reaction mixture was cooled to 80° C., bromoethane (2 mL) was added, and the mixture was stirred for 2 hr and cooled to room temperature. The reaction mixture was diluted with ethyl acetate. The organic layer was washed with water, dried over magnesium sulfate, and c... Isolated yield 20.1%. Reaction conditions: temperature 150 celsius, time 6 hour. Starting materials: COc1ccc(OC(CCN2CCC(c3cccc(NC(=O)C(C)C)c3)CC2)c2ccccc2)cc1OC, CI. Yields the product COc1ccc(OC(CCN2CCC(c3cccc(N(C)C(=O)C(C)C)c3)CC2)c2ccccc2)cc1OC. RXN SMILES: [CH3:1][O:2][c:3]1[cH:4][c:5]([O:6][CH:7]([CH2:8][CH2:9][N:10]2[CH2:11][CH2:12][CH:13]([c:16]3[cH:17][c:18]([NH:22][C:23]([CH:24]([CH3:25])[CH3:26])=[O:27])[cH:19][cH:20][cH:21]3)[CH2:14][CH2:15]2)[c:28]2[cH:29][cH:30][cH:31][cH:32][cH:33]2)[cH:34][cH:35][c:36]1[O:37][CH3:38].[CH3:39][I:40]>>[CH3:1][O:2][c:3]1[cH:4][c:5]([O:6][CH:7]([CH2:8][CH2:9][N:10]2[CH2:11][CH2:12][CH:13]([c:16]3[cH:17][c:18]([N:22]([C:23]([CH:24]([CH3:25])[CH3:26])=[O:27])[CH3:39])[cH:19][cH:20][cH:21]3)[CH2:14][CH2:15]2)[c:28]2[cH:29][cH:30][cH:31][cH:32][cH:33]2)[cH:34][cH:35][c:36]1[O:37][CH3:38]. Reactants: CN(CCc1csc(SC(C)(C)C(=O)OC(C)(C)C)n1)c1ncc(-c2ccc(OC(F)(F)F)cc2)cn1, ClCCl, O=C(O)C(F)(F)F. Yields the product CN(CCc1csc(SC(C)(C)C(=O)O)n1)c1ncc(-c2ccc(OC(F)(F)F)cc2)cn1. Reaction SMILES: [C:1]([CH3:2])([CH3:3])([CH3:4])[O:5][C:6]([C:7]([CH3:8])([S:9][c:10]1[s:11][cH:12][c:13]([CH2:15][CH2:16][N:17]([c:18]2[n:19][cH:20][c:21](-[c:24]3[cH:25][cH:26][c:27]([O:30][C:31]([F:32])([F:33])[F:34])[cH:28][cH:29]3)[cH:22][n:23]2)[CH3:35])[n:14]1)[CH3:36])=[O:37].[Cl:45][CH2:46][Cl:47].[OH:38][C:39]([C:40]([F:41])([F:42])[F:43])=[O:44]>>[O:5]=[C:6]([C:7]([CH3:8])([S:9][c:10]1[s:11][cH:12][c:13]([CH2:15][CH2:16][N:17]([c:18]2[n:19][cH:20][c:21](-[c:24]3[cH:25][cH:26][c:27]([O:30][C:31]([F:32])([F:33])[F:34])[cH:28][cH:29]3)[cH:22][n:23]2)[CH3:35])[n:14]1)[CH3:36])[OH:37]. Reaction SMILES: [CH2:1]([c:2]1[cH:3][cH:4][cH:5][cH:6][cH:7]1)[N:8]1[CH2:9][CH:10]([O:14][c:15]2[cH:16][cH:17][c:18]([CH3:21])[cH:19][cH:20]2)[CH2:11][CH2:12][CH2:13]1.[CH3:22][CH2:23][OH:24]>>[NH:8]1[CH2:9][CH:10]([O:14][c:15]2[cH:16][cH:17][c:18]([CH3:21])[cH:19][cH:20]2)[CH2:11][CH2:12][CH2:13]1. Product: Cc1ccc(OC2CCCNC2)cc1. The reactants are Cc1ccc(OC2CCCN(Cc3ccccc3)C2)cc1, CCO. The reactants are FC1=C2CC[C@@H](CC2=CC(=C1)F)N1C(NC=C1CO)=S ((S)-1-(5,7-difluoro-1,2,3,4-tetrahydronaphthalen-2-yl)-5-hydroxymethyl-1,3-dihydroimidazole-2-thione), N1CCCC1 (pyrrolidine), CN(C)C=O (DMF), S(=O)(Cl)Cl (thionyl chloride). Solvent: C1CCOC1 (THF). Reaction conditions: time 0.5 hour. Yields the product FC1=C2CC[C@@H](CC2=CC(=C1)F)N1C(NC=C1CN1CCCC1)=S ((S)-1-(5,7-difluoro-1,2,3,4-tetrahydronaphthalen-2-yl)-1,3-dihydro-5-(pyrrolidin-1-ylmethyl)-imidazole-2-thione). Yield: 61.7%. RXN SMILES: [F:1][C:2]1[CH:11]=[C:10]([F:12])[CH:9]=[C:8]2[C:3]=1[CH2:4][CH2:5][C@H:6]([N:13]1[C:17]([CH2:18]O)=[CH:16][NH:15][C:14]1=[S:20])[CH2:7]2.CN(C=O)C.S(Cl)(Cl)=O.[NH:30]1[CH2:34][CH2:33][CH2:32][CH2:31]1>C1COCC1>[F:1][C:2]1[CH:11]=[C:10]([F:12])[CH:9]=[C:8]2[C:3]=1[CH2:4][CH2:5][C@H:6]([N:13]1[C:17]([CH2:18][N:30]3[CH2:34][CH2:33][CH2:32][CH2:31]3)=[CH:16][NH:15][C:14]1=[S:20])[CH2:7]2. Procedure details: A solution of (S)-1-(5,7-difluoro-1,2,3,4-tetrahydronaphthalen-2-yl)-5-hydroxymethyl-1,3-dihydroimidazole-2-thione (140 mg, 0.47 mmol), prepared as in Example 18, in 20 mL of THF and I drop of DMF was cooled to between 0° and 5° C. and thionyl chloride (13.7 M, 109 μL, 1.49 mmol) was added drop-wise under a nitrogen atmosphere. The mixture was stirred at room temperature for 0.5 hours, under reflux for 0.5 hours and again at room temperature for 0.5 hours. The mixture then was cooled to between ...